Task: describe an organic reaction: reactants, conditions, products, and yield. Dataset: the Open Reaction Database (ORD), a public repository of structured organic reaction records Reactants: ClC1=NC=CC(=C1)C1=C(C(=CC2=CC(=C(C=C12)OC)OCC1=CC=CC=C1)C(=O)OC)C(=O)OC (1-(2-chloro-4-pyridyl)-2,3-bis(methoxycarbonyl)-6-benzyloxy-7-methoxynaphthalene). Reagents/catalysts: [C].[Pd] (palladium-carbon), [C].[Pd] (palladium-carbon). Run in O1CCOCC1 (dioxane), C(C)(=O)O (acetic acid), C(C)(=O)O (acetic acid), O1CCOCC1 (dioxane). Conditions: time 8 hour. Yields the product ClC1=NC=CC(=C1)C1C(C=CC2=CC(=C(C=C12)OC)O)(C(=O)OC)C(=O)OC (1-(2-chloro4-pyridyl)-2,2-bis(methoxycarbonyl)-6-hydroxy-7-methoxynaphthalene). Isolated yield 123.7%. Reaction SMILES: [Cl:1][C:2]1[CH:7]=[C:6]([C:8]2[C:17]3[C:12](=[CH:13][C:14]([O:20]CC4C=CC=CC=4)=[C:15]([O:18][CH3:19])[CH:16]=3)[CH:11]=[C:10](C(OC)=O)[C:9]=2[C:32]([O:34][CH3:35])=[O:33])[CH:5]=[CH:4][N:3]=1>C(O)(=O)C.O1CCOCC1.[C].[Pd]>[Cl:1][C:2]1[CH:7]=[C:6]([CH:8]2[C:17]3[C:12](=[CH:13][C:14]([OH:20])=[C:15]([O:18][CH3:19])[CH:16]=3)[CH:11]=[CH:10][C:9]2([C:32]([O:34][CH3:35])=[O:33])[C:32]([O:34][CH3:35])=[O:33])[CH:5]=[CH:4][N:3]=1 |f:3.4|. Procedure: To a suspension of 1-(2-chloro-4-pyridyl)-2,3-bis(methoxycarbonyl)-6-benzyloxy-7-methoxynaphthalene (6.6 g) in a mixture of acetic acid and dioxane (1:1, 1000 ml) is added 10% palladium-carbon (2 g), and the mixture is subjected to medium-pressure catalytic hydrogenation at room temperature overnight with using, a Parr-reduction apparatus. To the reaction solution is added a mixture of acetic acid and dioxane (1000 ml), and thereto is added 10% palladium-carbon (2 g). The mixture is subjected to... The reactants are CCO, CCC(C)(NC(=O)c1ccc([N+](=O)[O-])c(C)c1)C(=O)CCl, [Pd]. Yields the product CCC(C)(NC(=O)c1ccc(N)c(C)c1)C(=O)CCl. As a reaction SMILES: [CH3:23][CH2:24][OH:25].[Cl:1][CH2:2][C:3]([C:4]([CH3:5])([CH2:6][CH3:7])[NH:8][C:9]([c:10]1[cH:11][c:12]([CH3:19])[c:13]([N+:16]([O-:17])=[O:18])[cH:14][cH:15]1)=[O:20])=[O:21].[Pd:22]>>[Cl:1][CH2:2][C:3]([C:4]([CH3:5])([CH2:6][CH3:7])[NH:8][C:9]([c:10]1[cH:11][c:12]([CH3:19])[c:13]([NH2:16])[cH:14][cH:15]1)=[O:20])=[O:21]. Solvent: COCCOC (DME). As a reaction SMILES: [NH2:1][C:2]1[N:7]=[C:6]([C:8]2[O:9][CH:10]=[CH:11][CH:12]=2)[C:5]([C:13]#[N:14])=[C:4](S(C)=O)[N:3]=1.Cl.[NH2:19][CH2:20][CH2:21][NH:22][C:23]1[CH:28]=[CH:27][C:26]([Cl:29])=[CH:25][N:24]=1.C1CCN2C(=NCCC2)CC1>COCCOC>[NH2:1][C:2]1[N:3]=[C:4]([NH:19][CH2:20][CH2:21][NH:22][C:23]2[CH:28]=[CH:27][C:26]([Cl:29])=[CH:25][N:24]=2)[C:5]([C:13]#[N:14])=[C:6]([C:8]2[O:9][CH:10]=[CH:11][CH:12]=2)[N:7]=1 |f:1.2|. Starting materials: NC1=NC(=C(C(=N1)C=1OC=CC1)C#N)S(=O)C (2-amino-4-furan-2-yl-6-methanesulfinyl-pyrimidine-5-carbonitrile), Cl.NCCNC1=NC=C(C=C1)Cl (2-[(2-aminoethyl)amino]-5-chloropyridine hydrochloride), C1CCC2=NCCCN2CC1 (DBU). Reported procedure: From 2-amino-4-furan-2-yl-6-methanesulfinyl-pyrimidine-5-carbonitrile, 2-[(2-aminoethyl)amino]-5-chloropyridine hydrochloride and DBU in DME. ES-MS m/e (%): 356 (M+H+, 100). Product: NC1=NC(=C(C(=N1)NCCNC1=NC=C(C=C1)Cl)C#N)C=1OC=CC1 (2-Amino-4-[2-(5-chloro-pyridin-2-ylamino)-ethylamino]-6-furan-2-yl-pyrimidine-5-carbonitrile).